The task is: describe an organic reaction: reactants, conditions, products, and yield. This data is from the Open Reaction Database (ORD), a public repository of structured organic reaction records. The reactants are O=[Ag], CO, CCCOc1ccccc1-c1nc2nc(NN)ncc2c(=O)[nH]1. The product is CCCOc1ccccc1-c1nc2ncncc2c(=O)[nH]1. Reaction SMILES: [Ag:26]=[O:27].[CH3:24][OH:25].[NH:1]([NH2:2])[c:3]1[n:4][cH:5][c:6]2[c:7]([n:8]1)[n:9][c:10](-[c:14]1[c:15]([O:20][CH2:21][CH2:22][CH3:23])[cH:16][cH:17][cH:18][cH:19]1)[nH:11][c:12]2=[O:13]>>[cH:3]1[n:4][cH:5][c:6]2[c:7]([n:8]1)[n:9][c:10](-[c:14]1[c:15]([O:20][CH2:21][CH2:22][CH3:23])[cH:16][cH:17][cH:18][cH:19]1)[nH:11][c:12]2=[O:13].